Dataset: the Open Reaction Database (ORD), a public repository of structured organic reaction records. Task: describe an organic reaction: reactants, conditions, products, and yield The yield is 93.2%. Procedure details: Synthesized from pivalic acid (R)-6-(2-ethylamino-4,5-dimethoxyphenyl)-5,6,7,8-tetrahydronaphthalen-2-yl ester (296 mg) and (4-formylphenyl)acetic acid (360 mg) according to an analogous synthetic method to Example 212,the title compound (375 mg) was obtained. Product: C(=O)(O)CC1=CC=C(CCCNC2=C(C=C(C(=C2)OC)OC)[C@H]2CC=3C=CC(=CC3CC2)OC(C(C)(C)C)=O)C=C1 (Pivalic acid (R)-6-{2-[(4-carboxymethylbenzyl)ethylamino]-4,5-dimethoxyphenyl}-5,6,7,8-tetrahydronaphthalen-2-yl ester). Reactants: C(C)NC1=C(C=C(C(=C1)OC)OC)[C@H]1CC=2C=CC(=CC2CC1)OC(C(C)(C)C)=O (pivalic acid (R)-6-(2-ethylamino-4,5-dimethoxyphenyl)-5,6,7,8-tetrahydronaphthalen-2-yl ester), C(=O)C1=CC=C(C=C1)CC(=O)O ((4-formylphenyl)acetic acid). As a reaction SMILES: [CH2:1]([NH:3][C:4]1[CH:9]=[C:8]([O:10][CH3:11])[C:7]([O:12][CH3:13])=[CH:6][C:5]=1[C@@H:14]1[CH2:23][CH2:22][C:21]2[CH:20]=[C:19]([O:24][C:25](=[O:30])[C:26]([CH3:29])([CH3:28])[CH3:27])[CH:18]=[CH:17][C:16]=2[CH2:15]1)[CH3:2].[CH:31]([C:33]1[CH:38]=[CH:37][C:36]([CH2:39][C:40]([OH:42])=[O:41])=[CH:35][CH:34]=1)=O>>[C:40]([CH2:39][C:36]1[CH:37]=[CH:38][C:33]([CH2:31][CH2:2][CH2:1][NH:3][C:4]2[CH:9]=[C:8]([O:10][CH3:11])[C:7]([O:12][CH3:13])=[CH:6][C:5]=2[C@@H:14]2[CH2:23][CH2:22][C:21]3[CH:20]=[C:19]([O:24][C:25](=[O:30])[C:26]([CH3:29])([CH3:28])[CH3:27])[CH:18]=[CH:17][C:16]=3[CH2:15]2)=[CH:34][CH:35]=1)([OH:42])=[O:41]. Reactants: Cl (hydrochloric acid), COC(C1=CC=C(C=C1)CCC(N1C(=NC2=C1C=C(C(=C2)F)F)C=2C(=NC(=CC2)OC)OC)C2CCCCC2)=O (4-{3-cyclohexyl-3-[2-(2,6-dimethoxy-pyridin-3-yl)-5,6-difluoro-benzoimidazol-1-yl]-propyl}-benzoic acid methyl ester), O (water), O.[OH-].[Li+] (lithium hydroxide monohydrate). Run in C(C)(=O)OCC (ethyl acetate), O1CCOCC1 (dioxane). Conditions: temperature 100 celsius, time 4 hour. Yields the product C1(CCCCC1)C(CCC1=CC=C(C(=O)O)C=C1)N1C(=NC2=C1C=C(C(=C2)F)F)C=2C(=NC(=CC2)OC)OC (4-{3-Cyclohexyl-3-[2-(2,6-dimethoxy-pyridin-3-yl)-5,6-difluoro-benzoimidazol-1-yl]-propyl}-benzoic acid). Yield: 78.0%. Reaction SMILES: C[O:2][C:3](=[O:40])[C:4]1[CH:9]=[CH:8][C:7]([CH2:10][CH2:11][CH:12]([CH:34]2[CH2:39][CH2:38][CH2:37][CH2:36][CH2:35]2)[N:13]2[C:17]3[CH:18]=[C:19]([F:23])[C:20]([F:22])=[CH:21][C:16]=3[N:15]=[C:14]2[C:24]2[C:25]([O:32][CH3:33])=[N:26][C:27]([O:30][CH3:31])=[CH:28][CH:29]=2)=[CH:6][CH:5]=1.O.O.[OH-].[Li+].Cl>O1CCOCC1.C(OCC)(=O)C>[CH:34]1([CH:12]([N:13]2[C:17]3[CH:18]=[C:19]([F:23])[C:20]([F:22])=[CH:21][C:16]=3[N:15]=[C:14]2[C:24]2[C:25]([O:32][CH3:33])=[N:26][C:27]([O:30][CH3:31])=[CH:28][CH:29]=2)[CH2:11][CH2:10][C:7]2[CH:8]=[CH:9][C:4]([C:3]([OH:40])=[O:2])=[CH:5][CH:6]=2)[CH2:39][CH2:38][CH2:37][CH2:36][CH2:35]1 |f:2.3.4|. Procedure details: To a solution of 180 mg (0.327 mmol) 4-{3-cyclohexyl-3-[2-(2,6-dimethoxy-pyridin-3-yl)-5,6-difluoro-benzoimidazol-1-yl]-propyl}-benzoic acid methyl ester in 3 ml dioxane was added 3 ml water and 41 mg (0.98 mmol) lithium hydroxide monohydrate. The reaction mixture was stirred for 4 h at 100° C. and then poured on 30 ml aqueous 1M hydrochloric acid and 30 ml ethyl acetate. The aqueous layer was extracted a second time with 30 ml ethyl acetate. The combined organic layers were washed with 30 ml br... Reactants: C(CC)C=1NC=2C(=NC=CC2)N1 (2-propylimidazo[4,5-b]pyridine), C1(=CC=CC=C1)C(N1N=NN=C1C1=CC=CC=C1C1=CC=C(C=C1)CBr)(C1=CC=CC=C1)C1=CC=CC=C1 (N-triphenylmethyl-5-(4'-bromomethylbiphen-2-yl)tetrazole), [H-].[Na+] (NaH). The product is C(CC)C1=NC=2C(=NC=CC2)N1CC1=CC=C(C=C1)C1=C(C=CC=C1)C1=NN=NN1C(C1=CC=CC=C1)(C1=CC=CC=C1)C1=CC=CC=C1 (2-propyl-3-(2'-(N-triphenylmethyltetrazol-5-yl)-biphen-4-yl)methyl-3H-imidazo[4,5-b]pyridine). As a reaction SMILES: [CH2:1]([C:4]1[NH:5][C:6]2[C:7]([N:12]=1)=[N:8][CH:9]=[CH:10][CH:11]=2)[CH2:2][CH3:3].[C:13]1([C:19]([C:45]2[CH:50]=[CH:49][CH:48]=[CH:47][CH:46]=2)([C:39]2[CH:44]=[CH:43][CH:42]=[CH:41][CH:40]=2)[N:20]2[C:24]([C:25]3[C:30]([C:31]4[CH:36]=[CH:35][C:34]([CH2:37]Br)=[CH:33][CH:32]=4)=[CH:29][CH:28]=[CH:27][CH:26]=3)=[N:23][N:22]=[N:21]2)[CH:18]=[CH:17][CH:16]=[CH:15][CH:14]=1.[H-].[Na+]>>[CH2:1]([C:4]1[N:12]([CH2:37][C:34]2[CH:33]=[CH:32][C:31]([C:30]3[CH:29]=[CH:28][CH:27]=[CH:26][C:25]=3[C:24]3[N:20]([C:19]([C:45]4[CH:50]=[CH:49][CH:48]=[CH:47][CH:46]=4)([C:39]4[CH:40]=[CH:41][CH:42]=[CH:43][CH:44]=4)[C:13]4[CH:18]=[CH:17][CH:16]=[CH:15][CH:14]=4)[N:21]=[N:22][N:23]=3)=[CH:36][CH:35]=2)[C:7]2=[N:8][CH:9]=[CH:10][CH:11]=[C:6]2[N:5]=1)[CH2:2][CH3:3] |f:2.3|. Procedure: 2-propyl-3-(2'-(N-triphenylmethyltetrazol-5-yl)-biphen-4-yl)methyl-3H-imidazo[4,5-b]pyridine was prepared according to the procedure described in Example 7, Part A from 2-propylimidazo[4,5-b]pyridine (19 mg, 0.118 mmol), N-triphenylmethyl-5-(4'-bromomethylbiphen-2-yl)tetrazole (60 mg, 0.108 mmol), and NaH (0.236 mmol).